This data is from the Open Reaction Database (ORD), a public repository of structured organic reaction records. The task is: describe an organic reaction: reactants, conditions, products, and yield The reactants are COC(=O)c1ccc2c(c1)nc(SCc1ccccc1)n2NC(=O)c1ccc(Cl)c(S(N)(=O)=O)c1, [Na+], [OH-]. The product is NS(=O)(=O)c1cc(C(=O)Nn2c(SCc3ccccc3)nc3cc(C(=O)O)ccc32)ccc1Cl. As a reaction SMILES: [CH2:1]([c:2]1[cH:3][cH:4][cH:5][cH:6][cH:7]1)[S:8][c:9]1[n:10][c:11]2[c:12]([n:13]1[NH:14][C:15]([c:16]1[cH:17][c:18]([S:23]([NH2:24])(=[O:25])=[O:26])[c:19]([Cl:22])[cH:20][cH:21]1)=[O:27])[cH:28][cH:29][c:30]([C:32](=[O:33])[O:34][CH3:35])[cH:31]2.[Na+:37].[OH-:36]>>[CH2:1]([c:2]1[cH:3][cH:4][cH:5][cH:6][cH:7]1)[S:8][c:9]1[n:10][c:11]2[c:12]([n:13]1[NH:14][C:15]([c:16]1[cH:17][c:18]([S:23]([NH2:24])(=[O:25])=[O:26])[c:19]([Cl:22])[cH:20][cH:21]1)=[O:27])[cH:28][cH:29][c:30]([C:32](=[O:33])[OH:34])[cH:31]2.